This data is from the Open Reaction Database (ORD), a public repository of structured organic reaction records. The task is: describe an organic reaction: reactants, conditions, products, and yield Reactants: CC(CCCCCCCCCCBr)C (11-Methyldodecyl bromide), ammonium salt, C1(CCCCC1)P(=S)(S)C1CCCCC1 (dicyclohexylphosphinodithioic acid). Yields the product C1(CCCCC1)P(=S)(SCCCCCCCCCCC(C)C)C1CCCCC1 (isotridecyl dicyclohexylphosphinodithioate). As a reaction SMILES: [CH3:1][CH:2]([CH3:14])[CH2:3][CH2:4][CH2:5][CH2:6][CH2:7][CH2:8][CH2:9][CH2:10][CH2:11][CH2:12]Br.[CH:15]1([P:21]([CH:24]2[CH2:29][CH2:28][CH2:27][CH2:26][CH2:25]2)([SH:23])=[S:22])[CH2:20][CH2:19][CH2:18][CH2:17][CH2:16]1>>[CH:15]1([P:21]([CH:24]2[CH2:29][CH2:28][CH2:27][CH2:26][CH2:25]2)([S:23][CH2:12][CH2:11][CH2:10][CH2:9][CH2:8][CH2:7][CH2:6][CH2:5][CH2:4][CH2:3][CH:2]([CH3:14])[CH3:1])=[S:22])[CH2:16][CH2:17][CH2:18][CH2:19][CH2:20]1. Reported procedure: 11-Methyldodecyl bromide was reacted with the ammonium salt of dicyclohexylphosphinodithioic acid to obtain isotridecyl dicyclohexylphosphinodithioate, a viscous colorless liquid, which on testing lasted 750 hours longer than the control. The total number of hours required to reach failure was 2.6 times that of the control. Procedure details: 0.10 g of 2-[3-(8-fluoro-quinolin-3-yloxy)-pyridin-2-yl]-2-methyl-propioaldehyde were dissolved in 3 ml of tetrahydrofuran. 0.2 ml of a 3.0 M tetrahydrofuran solution of methylmagnesium chloride were added thereto followed by stirring for 30 minutes at 0° C. Subsequently, water was added thereto to stop the reaction. The resultant was then extracted with ethyl acetate followed by distilling off the solvent of the organic layer and purifying by silica gel column chromatography to obtain 0.07 g of... The product is FC=1C=CC=C2C=C(C=NC12)OC=1C(=NC=CC1)C(C(C)O)(C)C (3-[3-(8-fluoro-quinolin-3-yloxy)-pyridin-2-yl]-3-methyl-butan-2-ol). The reactants are C[Mg]Cl (methylmagnesium chloride), FC=1C=CC=C2C=C(C=NC12)OC=1C(=NC=CC1)C(C=O)(C)C (2-[3-(8-fluoro-quinolin-3-yloxy)-pyridin-2-yl]-2-methyl-propioaldehyde), O (water). Conditions: temperature 0 celsius, time 30 minute. The solvent is O1CCCC1 (tetrahydrofuran), O1CCCC1 (tetrahydrofuran). As a reaction SMILES: [F:1][C:2]1[CH:3]=[CH:4][CH:5]=[C:6]2[C:11]=1[N:10]=[CH:9][C:8]([O:12][C:13]1[C:14]([C:19]([CH3:23])([CH3:22])[CH:20]=[O:21])=[N:15][CH:16]=[CH:17][CH:18]=1)=[CH:7]2.[CH3:24][Mg]Cl.O>O1CCCC1>[F:1][C:2]1[CH:3]=[CH:4][CH:5]=[C:6]2[C:11]=1[N:10]=[CH:9][C:8]([O:12][C:13]1[C:14]([C:19]([CH3:23])([CH3:22])[CH:20]([OH:21])[CH3:24])=[N:15][CH:16]=[CH:17][CH:18]=1)=[CH:7]2. Reactants: BrC=1C=C(C(=O)N[C@H]([C@H](O[Si](C)(C)C(C)(C)C)[C@@H]2N(C[C@@H](C2)OCCC)C(=O)OC(C)(C)C)CC2=CC(=CC(=C2)F)F)C=C(C1)C(=O)OC ((2R,4R)-tert-butyl 2-((1S,2S)-2-(3-bromo-5-(methoxycarbonyl)benzamido)-1-(tert-butyldimethylsilyloxy)-3-(3,5-difluorophenyl)propyl)-4-propoxypyrrolidine-1-carboxylate), NC=1C=C(C(=O)O)C=C(C1)N1C(CCC1)=O (3-Amino-5-(2-oxopyrrolidin-1-yl)benzoic acid), C(C=C)O[C@@H]1C[C@@H](N(C1)C(=O)OC(C)(C)C)C(=O)O ((2R,4R)-4-(allyloxy)-1-(tert-butoxycarbonyl)pyrrolidine-2-carboxylic acid). Run at time 3 hour. Reported procedure: Step I (3): 3-Amino-5-(2-oxopyrrolidin-1-yl)benzoic acid. A suspension of 3-nitro-5-(2-oxopyrrolidin-1-yl)benzoic acid (Step I (2), 180 mg) and palladium on carbon (10 wt %, 50 mg) in MeOH (15 mL) was shaken in hydrogenator under hydrogen at 50 psi for 3 h. The mixture was filtered and concentrated in vacuo to give 140 mg of the title compound: 1H NMR (CD3OD, 500 MHz) δ ppm 2.16 (2H, m), 2.59 (2H, m), 3.89 (2H, t, J=5 Hz), 7.21 (1H, m), 7.26 (1H, m), 7.49 (1H, m). MS (ESI) (M+H)+ 221.14. Product: [Si](C)(C)(C(C)(C)C)O[C@@H]([C@H](CC1=CC(=CC(=C1)F)F)NC(C1=CC(=CC(=C1)N1C(CCC1)=O)O)=O)[C@@H]1N(C[C@@H](C1)OCCC)C(=O)OC(C)(C)C ((2R,4R)-tert-butyl 2-((1S,2S)-1-(tert-butyldimethylsilyloxy)-3-(3,5-difluorophenyl)-2-(3-hydroxy-5-(2-oxopyrrolidin-1-yl)benzamido)propyl)-4-propoxypyrrolidine-1-carboxylate). As a reaction SMILES: Br[C:2]1[CH:3]=[C:4]([CH:43]=[C:44](C(OC)=O)[CH:45]=1)[C:5]([NH:7][C@@H:8]([CH2:34][C:35]1[CH:40]=[C:39]([F:41])[CH:38]=[C:37]([F:42])[CH:36]=1)[C@@H:9]([C@H:18]1[CH2:22][C@@H:21]([O:23][CH2:24][CH2:25][CH3:26])[CH2:20][N:19]1[C:27]([O:29][C:30]([CH3:33])([CH3:32])[CH3:31])=[O:28])[O:10][Si:11]([C:14]([CH3:17])([CH3:16])[CH3:15])([CH3:13])[CH3:12])=[O:6].NC1C=C(C=C([N:60]2[CH2:64][CH2:63][CH2:62][C:61]2=[O:65])C=1)C(O)=O.C([O:69][C@H]1CN(C(OC(C)(C)C)=O)[C@@H](C(O)=O)C1)C=C>[Pd].CO>[Si:11]([O:10][C@H:9]([C@H:18]1[CH2:22][C@@H:21]([O:23][CH2:24][CH2:25][CH3:26])[CH2:20][N:19]1[C:27]([O:29][C:30]([CH3:33])([CH3:31])[CH3:32])=[O:28])[C@@H:8]([NH:7][C:5](=[O:6])[C:4]1[CH:3]=[C:2]([N:60]2[CH2:64][CH2:63][CH2:62][C:61]2=[O:65])[CH:45]=[C:44]([OH:69])[CH:43]=1)[CH2:34][C:35]1[CH:36]=[C:37]([F:42])[CH:38]=[C:39]([F:41])[CH:40]=1)([C:14]([CH3:16])([CH3:17])[CH3:15])([CH3:12])[CH3:13]. Run in CO (MeOH). Reagents/catalysts: [Pd] (palladium on carbon). The reactants are [Al+3], COc1cc2c(cc1OC)C(C(=O)O)CC2, [H-], [H-], [H-], [H-], [Li+], [Na+], C1CCOC1, [OH-], O. The product is COc1cc2c(cc1OC)C(CO)CC2. RXN SMILES: [Al+3:2].[CH3:7][O:8][c:9]1[cH:10][c:11]2[c:15]([cH:16][c:17]1[O:18][CH3:19])[CH:14]([C:20](=[O:21])[OH:22])[CH2:13][CH2:12]2.[H-:1].[H-:4].[H-:5].[H-:6].[Li+:3].[Na+:25].[O:26]1[CH2:27][CH2:28][CH2:29][CH2:30]1.[OH-:24].[OH2:23]>>[CH3:7][O:8][c:9]1[cH:10][c:11]2[c:15]([cH:16][c:17]1[O:18][CH3:19])[CH:14]([CH2:20][OH:21])[CH2:13][CH2:12]2.